This data is from the Open Reaction Database (ORD), a public repository of structured organic reaction records. The task is: describe an organic reaction: reactants, conditions, products, and yield Starting materials: OC1=CC=C(C(=O)O)C=C1 (4-hydroxyl benzoic acid), OC1=CC=C(C=C1)C1=CC=C(C=C1)C(=O)O (4-hydroxybiphenyl-4'-carboxylic acid). The product is C(CCCCCCCCC=C)OC1=CC=C(C=C1)C1=CC=C(C=C1)C(=O)O (4-(10-Undecen-1-yloxy)biphenyl-4'-carboxylic acid). Reaction SMILES: O[C:2]1[CH:10]=[CH:9][C:5]([C:6](O)=O)=[CH:4][CH:3]=1.[OH:11][C:12]1[CH:17]=[CH:16][C:15]([C:18]2[CH:23]=[CH:22][C:21]([C:24]([OH:26])=[O:25])=[CH:20][CH:19]=2)=[CH:14][CH:13]=1>>[CH2:10]([O:11][C:12]1[CH:13]=[CH:14][C:15]([C:18]2[CH:23]=[CH:22][C:21]([C:24]([OH:26])=[O:25])=[CH:20][CH:19]=2)=[CH:16][CH:17]=1)[CH2:2][CH2:3][CH2:4][CH2:6][CH2:5][CH2:9][CH2:10][CH2:2][CH:3]=[CH2:4]. Reported procedure: The procedures of Preparation Examples 18-20 were repeated except that 6 g 4-hydroxyl benzoic acid was replaced by 9.3 g 4-hydroxybiphenyl-4'-carboxylic acid, Yield: I-25: 67%; I-26: 89.8%; I-27: 80.6%. 1H-NMR: Reactants: B, C1CCOC1, NC(=O)CCCCCc1cccnc1. As a reaction SMILES: [BH3:15].[O:16]1[CH2:17][CH2:18][CH2:19][CH2:20]1.[n:1]1[cH:2][c:3]([CH2:7][CH2:8][CH2:9][CH2:10][CH2:11][C:12](=[O:13])[NH2:14])[cH:4][cH:5][cH:6]1>>[n:1]1[cH:2][c:3]([CH2:7][CH2:8][CH2:9][CH2:10][CH2:11][CH2:12][NH2:14])[cH:4][cH:5][cH:6]1. Product: NCCCCCCc1cccnc1. Starting materials: NC1=C(C(=CC=C1)Cl)CO ((2-Amino-6-chlorophenyl)methanol), CC1=C2CCCC(C2=CC(=C1)C)=O (5,7-dimethyl-3,4-dihydronaphthalen-1(2H)-one), RuCl2(PPh3)3, [OH-].[K+] (KOH). Procedure details: (2-Amino-6-chlorophenyl)methanol (16 g, 101 mmol), 5,7-dimethyl-3,4-dihydronaphthalen-1(2H)-one (20.0 g, 111 mmol), RuCl2(PPh3)3 (0.971 g, 1.01 mmol), and KOH (5.7 g, 101 mmol) were refluxed in 200 mL of toluene for 12 h. Water was collected from the reaction using a Dean-stark trap. The reaction mixture was allowed to cool to room temperature and filtered through a silica gel plug and eluted with dichloromethane. The product was washed by methanol and recrystallized from hexane to obtain ˜20 gr... Solvent: C1(=CC=CC=C1)C (toluene). Product: ClC1=CC=CC2=NC=3C4=C(CCC3C=C12)C(=CC(=C4)C)C (8-chloro-2,4-dimethyl-5,6-dihydrobenzo[c]acridine). The yield is 67.4%. RXN SMILES: [NH2:1][C:2]1[CH:7]=[CH:6][CH:5]=[C:4]([Cl:8])[C:3]=1[CH2:9]O.[CH3:11][C:12]1[CH:21]=[C:20]([CH3:22])[CH:19]=[C:18]2[C:13]=1[CH2:14][CH2:15][CH2:16][C:17]2=O.[OH-].[K+]>C1(C)C=CC=CC=1>[Cl:8][C:4]1[C:3]2[C:2](=[N:1][C:17]3[C:18]4[CH:19]=[C:20]([CH3:22])[CH:21]=[C:12]([CH3:11])[C:13]=4[CH2:14][CH2:15][C:16]=3[CH:9]=2)[CH:7]=[CH:6][CH:5]=1 |f:2.3|. The reactants are FC1=CC2=C(SC3=C2C=C(C=C3)[N+](=O)[O-])C=C1 (2-fluoro-8-nitrodibenzothiophene), [H][H] (hydrogen). The reagents and catalysts are [Ni] (Raney nickel). The solvent is C(C)O (ethanol). Product: NC1=CC2=C(SC3=C2C=C(C=C3)F)C=C1 (2-amino-8-fluorodibenzothiophene). RXN SMILES: [F:1][C:2]1[CH:17]=[CH:16][C:5]2[S:6][C:7]3[CH:12]=[CH:11][C:10]([N+:13]([O-])=O)=[CH:9][C:8]=3[C:4]=2[CH:3]=1.[H][H]>[Ni].C(O)C>[NH2:13][C:10]1[CH:11]=[CH:12][C:7]2[S:6][C:5]3[CH:16]=[CH:17][C:2]([F:1])=[CH:3][C:4]=3[C:8]=2[CH:9]=1. Reported procedure: A mixture of 14.33 g. (0.0605 mole) of 2-fluoro-8-nitrodibenzothiophene in 550 ml. of ethanol and about one-half teaspoonful (about 2.5 ml.) of Raney nickel is hydrogenated at about 30 psi of hydrogen gas in a Paar apparatus for about 48 hours. The mixture is filtered, and the filtrate is evaporated to dryness under vacuum to provide white needles of 2-amino-8-fluorodibenzothiophene, m.p. 131°-132° C. Reactants: OC1=C(C=O)C=CC=C1O (2,3-dihydroxybenzaldehyde), [OH-].[Na+] (sodium hydroxide), C(Br)Br (methylene bromide), N,N,N-[tri-(C8 to C10 alkyl)]-N-methylammonium chloride. Run in O (water). Yields the product C1OC2=C(C=O)C=CC=C2O1 (2,3-methylenedioxybenzaldehyde). The yield is 42.6%. As a reaction SMILES: [OH:1][C:2]1[C:9]([OH:10])=[CH:8][CH:7]=[CH:6][C:3]=1[CH:4]=[O:5].[OH-].[Na+].[CH2:13](Br)Br>O>[CH2:13]1[O:10][C:9]2[C:2](=[C:3]([CH:6]=[CH:7][CH:8]=2)[CH:4]=[O:5])[O:1]1 |f:1.2|. Procedure details: (a) A mixture of 2,3-dihydroxybenzaldehyde (6.4 g, 50 mmol) and sodium hydroxide (5 g in 25 ml of water) was added over 110 mins to a refluxing mixture of methylene bromide (17.3 g, 100 mmol), N,N,N-[tri-(C8 to C10 alkyl)]-N-methylammonium chloride (0.5 g; supplied by Aldrich Chemicals under the Trade Name "Adogen" 464) and water (10 ml). The mixture was heated at reflux for a further 5 hr under nitrogen and then steam distilled. The distillate was extracted with dichloromethane. Evaporation of ... The reactants are Cl (HCl), N(C1=CC=CC=C1)C1CCNCC1 (4-anilinopiperidine), FC(C=1C=C(CN2C(OCC(C2)(CCOS(=O)(=O)C)C2=CC(=C(C=C2)Cl)Cl)=O)C=C(C1)C(F)(F)F)(F)F (3-[3,5-Bis(trifluoromethyl)benzyl]-5-(3,4-dichlorophenyl)-5-[2-(methanesulfonyloxy)ethyl]tetrahydro-2H-1,3-oxazin-2-one), C([O-])([O-])=O.[K+].[K+] (potassium carbonate). Solvent: C(C)#N (acetonitrile), O (water), CCOCC (ether). The product is O.Cl.Cl.N(C1=CC=CC=C1)C1CCN(CC1)CCC1(CN(C(OC1)=O)CC1=CC(=CC(=C1)C(F)(F)F)C(F)(F)F)C1=CC(=C(C=C1)Cl)Cl (5-[2-(4-Anilinopiperid-1-yl)ethyl]-3-[3,5-bis(trifluoromethyl)benzyl]-5-(3,4-dichlorophenyl)-tetrahydro-2H-1,3-oxazin-2-one dihydrochloride monohydrate). RXN SMILES: [NH:1]([CH:8]1[CH2:13][CH2:12][NH:11][CH2:10][CH2:9]1)[C:2]1[CH:7]=[CH:6][CH:5]=[CH:4][CH:3]=1.[F:14][C:15]([F:50])([F:49])[C:16]1[CH:17]=[C:18]([CH:42]=[C:43]([C:45]([F:48])([F:47])[F:46])[CH:44]=1)[CH2:19][N:20]1[CH2:25][C:24]([C:33]2[CH:38]=[CH:37][C:36]([Cl:39])=[C:35]([Cl:40])[CH:34]=2)([CH2:26][CH2:27]OS(C)(=O)=O)[CH2:23][O:22][C:21]1=[O:41].C(=O)([O-])[O-].[K+].[K+].[ClH:57]>C(#N)C.CCOCC.O>[OH2:22].[ClH:39].[ClH:57].[NH:1]([CH:8]1[CH2:13][CH2:12][N:11]([CH2:27][CH2:26][C:24]2([C:33]3[CH:38]=[CH:37][C:36]([Cl:39])=[C:35]([Cl:40])[CH:34]=3)[CH2:23][O:22][C:21](=[O:41])[N:20]([CH2:19][C:18]3[CH:17]=[C:16]([C:15]([F:49])([F:50])[F:14])[CH:44]=[C:43]([C:45]([F:47])([F:46])[F:48])[CH:42]=3)[CH2:25]2)[CH2:10][CH2:9]1)[C:2]1[CH:3]=[CH:4][CH:5]=[CH:6][CH:7]=1 |f:2.3.4,9.10.11.12|. Procedure: A mixture of 0.3 g of 4-anilinopiperidine, 0.8 g of the compound obtained in step C of EXAMPLE 4 and 0.69 g of potassium carbonate in 5 ml of acetonitrile is heated at 50°-60° C. for 5 hours. The reaction mixture is poured into water and extracted with AcOEt, the organic phase is washed twice with water and with saturated NaCl solution and dried over MgSO4 and the solvent is evaporated off under vacuum. The residue is chromatographed on silica H using DCM and then a DCM/MeOH mixture (96/4; v/v) ... Starting materials: C(c1cnc(c2ccccn2)nc1)=O, CC1=CN=C(C=C1)N, [C-]#[N+]C1CCCCC1. The reagents and catalysts are O=C(O)C(F)(F)F (trifluoroacetic acid). The solvent is CC(C)O (isopropyl alcohol), CC(C)O (isopropylalcohol). Run at temperature 22 celsius, time 20 hour. Product: Cc1ccc2nc(c3cnc(c4ccccn4)nc3)c(NC3CCCCC3)n2c1. The yield is 0.0%. RXN SMILES: CC1=CC=C(N)N=C1.[C-]#[N+]C1CCCCC1.O=CC1=CN=C(N=C1)C1=CC=CC=N1>>CC1=CN2C(C=C1)=NC(=C2NC1CCCCC1)C1=CN=C(N=C1)C1=CC=CC=N1.